Dataset: the Open Reaction Database (ORD), a public repository of structured organic reaction records. Task: describe an organic reaction: reactants, conditions, products, and yield The reactants are CC1(CC2=C(C(=C(C(=C2C1)C)C=O)C)C)C (2,2,4,6,7-pentamethylindan-5-carboxaldehyde), O (water), [OH-].[Na+] (NaOH), CC(=O)C (acetone), Cl (HCl). Product: CC1(CC2=C(C(=C(C(=C2C1)C)C=CC(C)=O)C)C)C (4-(2,2,4,6,7-Pentamethylindan-5yl)-3-buten-2-one). Isolated yield 79.0%. As a reaction SMILES: [CH3:1][C:2]1([CH3:16])[CH2:10][C:9]2[C:4](=[C:5]([CH3:15])[C:6]([CH3:14])=[C:7]([CH:12]=O)[C:8]=2[CH3:11])[CH2:3]1.O.[OH-].[Na+].Cl.[CH3:21][C:22]([CH3:24])=[O:23]>>[CH3:1][C:2]1([CH3:16])[CH2:3][C:4]2[C:9](=[C:8]([CH3:11])[C:7]([CH3:12])=[C:6]([CH:14]=[CH:21][C:22](=[O:23])[CH3:24])[C:5]=2[CH3:15])[CH2:10]1 |f:2.3|. Procedure details: To a solution of 26.8 g of the 2,2,4,6,7-pentamethylindan-5-carboxaldehyde in 93 ml of absolute acetone was added 46 ml of water and 50 g of 2% NaOH. After refluxing for 20 hours, the solution was acidified with 2N HCl and extracted with diethyl ether. The organic layer was dried over anhydrous magnesium sulfate, filtered and evaporated under reduced pressure. The residue was purified by silica-gel column chromatography to afford 25.36 g of the title compound as yellow solid. Reactants: O=C([O-])[O-], ClCCl, Cc1cc(C)n(CCF)n1, [K+], [K+], CN(C)C=O, O, O=P(Cl)(Cl)Cl. Product: Cc1nn(CCF)c(C)c1C=O. As a reaction SMILES: [C:21](=[O:22])([O-:23])[O-:24].[Cl:27][CH2:28][Cl:29].[F:11][CH2:12][CH2:13][n:14]1[n:15][c:16]([CH3:20])[cH:17][c:18]1[CH3:19].[K+:25].[K+:26].[O:1]=[CH:2][N:3]([CH3:4])[CH3:5].[OH2:30].[P:6]([Cl:7])([Cl:8])([Cl:9])=[O:10]>>[O:1]=[CH:2][c:17]1[c:16]([CH3:20])[n:15][n:14]([CH2:13][CH2:12][F:11])[c:18]1[CH3:19]. Reaction SMILES: [Br:2][c:3]1[c:4]([CH2:5][NH:6][C:7](=[O:8])[CH3:9])[cH:10][c:11]([O:20][CH3:21])[c:12]([O:14][CH2:15][CH:16]([CH2:17][OH:18])[OH:19])[cH:13]1.[CH3:22][CH2:23][OH:24].[ClH:1]>>[Br:2][c:3]1[c:4]([CH2:5][NH2:6])[cH:10][c:11]([O:20][CH3:21])[c:12]([O:14][CH2:15][CH:16]([CH2:17][OH:18])[OH:19])[cH:13]1.[ClH:1]. Reactants: COc1cc(CNC(C)=O)c(Br)cc1OCC(O)CO, CCO, Cl. Yields the product COc1cc(CN)c(Br)cc1OCC(O)CO, Cl. Starting materials: [Li]CCCC, C[Si](C)(Cl)CC[Si](C)(C)Cl, O=C(Cl)OCc1ccccc1, Cl, Nc1ccc(F)cc1F, C1CCOC1. The product is Nc1ccc(F)c(C(=O)OCc2ccccc2)c1F. Reaction SMILES: [CH2:10]([Li:11])[CH2:12][CH2:13][CH3:14].[Cl:15][Si:16]([CH3:17])([CH3:18])[CH2:19][CH2:20][Si:21]([Cl:22])([CH3:23])[CH3:24].[Cl:25][C:26](=[O:27])[O:28][CH2:29][c:30]1[cH:31][cH:32][cH:33][cH:34][cH:35]1.[ClH:36].[F:1][c:2]1[c:3]([NH2:9])[cH:4][cH:5][c:6]([F:8])[cH:7]1.[O:37]1[CH2:38][CH2:39][CH2:40][CH2:41]1>>[F:1][c:2]1[c:3]([NH2:9])[cH:4][cH:5][c:6]([F:8])[c:7]1[C:26](=[O:27])[O:28][CH2:29][c:30]1[cH:31][cH:32][cH:33][cH:34][cH:35]1. Reaction SMILES: [C:1]([O:4][C:5]1[CH:14]=[CH:13][CH:12]=[C:11]2[C:6]=1[CH2:7][CH2:8][C:9](=[O:15])[NH:10]2)(=[O:3])[CH3:2].O.[Br:17]Br>C(O)(=O)C>[Br:17][C:12]1[CH:13]=[CH:14][C:5]([O:4][C:1](=[O:3])[CH3:2])=[C:6]2[C:11]=1[NH:10][C:9](=[O:15])[CH2:8][CH2:7]2. Run in C(C)(=O)O (acetic acid), C(C)(=O)O (acetic acid). Reactants: O (water), O (water), C(C)(=O)OC1=C2CCC(NC2=CC=C1)=O (5-acetyloxy-3,4-dihydrocarbostyril), BrBr (bromine). The product is BrC=1C=CC(=C2CCC(NC12)=O)OC(C)=O (8-bromo-5-acetyloxy-3,4-dihydrocarbostyril). Procedure: 20.5 Grams of 5-acetyloxy-3,4-dihydrocarbostyril is dissolved in 200 ml of acetic acid. This solution is stirred under cooling with water and 60 ml of acetic acid solution containing 16 g of bromine are added dropwise over 30 minutes and the reaction is carried out for 2 hours at the same temperature. The reaction mixture is poured into 300 ml of water and allowed to stand for 3 hours and the crystals thus precipitated are separated by filtration, and recrystallized from methanol to obtain 21 g ... Run at time 2 hour. Reactants: C(C=C)NS(=O)(=O)C1=CC=C(C=C1)C1=C(C2=C(N=CN=C2NCC2OCCC2)N1)C1=CC=CC=C1 (N-allyl-4-{5-phenyl-4-[(tetrahydro-furan-2-ylmethyl)-amino]-7H-pyrrolo[2,3-d]pyrimidin-6-yl}-benzenesulfonamide), C[N+]1(CCOCC1)[O-] (4-methylmorpholine-N-oxide), CC(=O)C (acetone). Reagents/catalysts: O=[Os](=O)(=O)=O (OsO4). The solvent is O (water), C(C)(C)(C)O (tert-butanol). Run at time 26 hour. Yields the product OC(CNS(=O)(=O)C1=CC=C(C=C1)C1=C(C2=C(N=CN=C2NCC2OCCC2)N1)C1=CC=CC=C1)CO (N-(2,3-Dihydroxy-propyl)-4-{5-phenyl-4-[(tetrahydrofuran-2-ylmethyl)-amino]-7H-pyrrolo[2,3-d]pyrimidin-6-yl}-benzenesulfonamide). As a reaction SMILES: C([NH:4][S:5]([C:8]1[CH:13]=[CH:12][C:11]([C:14]2[NH:29][C:17]3[N:18]=[CH:19][N:20]=[C:21]([NH:22][CH2:23][CH:24]4[CH2:28][CH2:27][CH2:26][O:25]4)[C:16]=3[C:15]=2[C:30]2[CH:35]=[CH:34][CH:33]=[CH:32][CH:31]=2)=[CH:10][CH:9]=1)(=[O:7])=[O:6])C=C.C[N+]1([O-])CC[O:40]CC1.[CH3:44][C:45]([CH3:47])=[O:46]>O.C(O)(C)(C)C.O=[Os](=O)(=O)=O>[OH:46][CH:45]([CH2:47][OH:40])[CH2:44][NH:4][S:5]([C:8]1[CH:13]=[CH:12][C:11]([C:14]2[NH:29][C:17]3[N:18]=[CH:19][N:20]=[C:21]([NH:22][CH2:23][CH:24]4[CH2:28][CH2:27][CH2:26][O:25]4)[C:16]=3[C:15]=2[C:30]2[CH:35]=[CH:34][CH:33]=[CH:32][CH:31]=2)=[CH:10][CH:9]=1)(=[O:7])=[O:6]. Procedure: A solution of 26 mg (0.1 mmol) of N-allyl-4-{5-phenyl-4-[(tetrahydro-furan-2-ylmethyl)-amino]-7H-pyrrolo[2,3-d]pyrimidin-6-yl}-benzenesulfonamide (Example 12) in 2.8 ml acetone and 1 ml water was treated with 62 μl (0.005 mmol) of a 2.5 wt. % solution of OsO4 in tert-butanol and 19 mg (0.2 mmol) of 4-methylmorpholine-N-oxide. The yellow solution was stirred at room temperature for 26 h, then was quenched with water (10 ml) and extracted with dichloromethane (3×). The combined organic layers were... Reactants: O=C([O-])[O-], Cc1ccc(Sc2ccc(S(=O)(=O)NC(C(=O)O)C(C)C)cc2)cc1, ClCCN1CCOCC1, Cl, [K+], [K+], CN(C)C=O, O. Yields the product Cc1ccc(Sc2ccc(S(=O)(=O)N(CCN3CCOCC3)C(C(=O)O)C(C)C)cc2)cc1. As a reaction SMILES: [C:26](=[O:27])([O-:28])[O-:29].[CH3:1][c:2]1[cH:3][cH:4][c:5]([S:8][c:9]2[cH:10][cH:11][c:12]([S:15](=[O:16])(=[O:17])[NH:18][CH:19]([CH:20]([CH3:21])[CH3:22])[C:23](=[O:24])[OH:25])[cH:13][cH:14]2)[cH:6][cH:7]1.[Cl:33][CH2:34][CH2:35][N:36]1[CH2:37][CH2:38][O:39][CH2:40][CH2:41]1.[ClH:32].[K+:30].[K+:31].[O:43]=[CH:44][N:45]([CH3:46])[CH3:47].[OH2:42]>>[CH3:1][c:2]1[cH:3][cH:4][c:5]([S:8][c:9]2[cH:10][cH:11][c:12]([S:15](=[O:16])(=[O:17])[N:18]([CH:19]([CH:20]([CH3:21])[CH3:22])[C:23](=[O:24])[OH:25])[CH2:34][CH2:35][N:36]3[CH2:37][CH2:38][O:39][CH2:40][CH2:41]3)[cH:13][cH:14]2)[cH:6][cH:7]1.